This data is from the Open Reaction Database (ORD), a public repository of structured organic reaction records. The task is: describe an organic reaction: reactants, conditions, products, and yield The reactants are FC=1C=CC(=C(C(=O)N)C1)O (5-fluoro-2-hydroxybenzamide), [H-].[Na+] (sodium hydride), CS(=O)(=O)OC1CN(CC1)C (1-methyl-3-pyrrolidinol methane sulfonate). The solvent is CN(C=O)C (dimethylformamide), CN(C=O)C (dimethylformamide). Run at temperature 60 celsius. Yields the product FC=1C=CC(=C(C(=O)N)C1)OC1CN(CC1)C (5-Fluoro-2-(1-methyl-3-pyrrolidinyloxy)benzamide). Yield: 42.0%. Reaction SMILES: [H-].[Na+].[F:3][C:4]1[CH:5]=[CH:6][C:7]([OH:13])=[C:8]([CH:12]=1)[C:9]([NH2:11])=[O:10].CS(O[CH:19]1[CH2:23][CH2:22][N:21]([CH3:24])[CH2:20]1)(=O)=O>CN(C)C=O>[F:3][C:4]1[CH:5]=[CH:6][C:7]([O:13][CH:19]2[CH2:23][CH2:22][N:21]([CH3:24])[CH2:20]2)=[C:8]([CH:12]=1)[C:9]([NH2:11])=[O:10] |f:0.1|. Procedure details: To a suspension of 0.44 g (60% in oil, 0.011 mole) of sodium hydride in 10 ml of dimethylformamide was added 1.55 g (0.01 mole) of 5-fluoro-2-hydroxybenzamide in 10 ml of dimethylformamide under nitrogen atmosphere at room temperature. The reaction mixture was heated to 60° C. and 1.80 g (0.01 mole) of 1-methyl-3-pyrrolidinol methane sulfonate (ester) was added. The reaction mixture was then heated to 100° C. for 18 hr. The dimethylformamide was removed by rotary evaporation at 70° C., 0.5 mm Hg... Starting materials: ClC1=CC=C(C(=N1)NC1=NNC(=C1)OC(C)C)[N+](=O)[O-] (6-chloro-N-(5-isopropoxy-1H-pyrazol-3-yl)-3-nitropyridin-2-amine), FC1=CC=C(C=C1)[C@H](C)N ((S)-1-(4-fluoro-phenyl)-ethylamine), CCN(C(C)C)C(C)C (DIEA). The solvent is CCCCO (n-BuOH). Conditions: temperature 165 celsius. Product: FC1=CC=C(C=C1)[C@H](C)NC1=CC=C(C(=N1)NC1=NNC(=C1)OC(C)C)[N+](=O)[O-] ((S)—N6-(1-(4-Fluorophenyl)ethyl)-N2-(5-isopropoxy-1H-pyrazol-3-yl)-3-nitropyridine-2,6-diamine). Yield: 97.6%. Reaction SMILES: Cl[C:2]1[N:7]=[C:6]([NH:8][C:9]2[CH:13]=[C:12]([O:14][CH:15]([CH3:17])[CH3:16])[NH:11][N:10]=2)[C:5]([N+:18]([O-:20])=[O:19])=[CH:4][CH:3]=1.[F:21][C:22]1[CH:27]=[CH:26][C:25]([C@@H:28]([NH2:30])[CH3:29])=[CH:24][CH:23]=1.CCN(C(C)C)C(C)C>CCCCO>[F:21][C:22]1[CH:27]=[CH:26][C:25]([C@@H:28]([NH:30][C:2]2[N:7]=[C:6]([NH:8][C:9]3[CH:13]=[C:12]([O:14][CH:15]([CH3:17])[CH3:16])[NH:11][N:10]=3)[C:5]([N+:18]([O-:20])=[O:19])=[CH:4][CH:3]=2)[CH3:29])=[CH:24][CH:23]=1. Procedure details: A mixture of 6-chloro-N-(5-isopropoxy-1H-pyrazol-3-yl)-3-nitropyridin-2-amine (Method 28, 0.33 g, 1.1 mmol), (S)-1-(4-fluoro-phenyl)-ethylamine (0.16 g, 1.2 mmol) and DIEA (0.21 ml, 1.2 mmol) in n-BuOH (3 ml) was heated in a sealed tube at 165° C. for 4 hours. The solvent was removed under reduced pressure and the residue was purified by column chromatography (hexane-EtOAc=1:1) to give the title compound as a yellow solid (0.43 g, 97%). 1H NMR (400 MHz) δ 12.09, 12.05 & 11.64 (s, 1H), 10.94, 10.... The reactants are Cc1cc(Br)ccc1CO, BrC(Br)(Br)Br, ClCCl, c1ccc(P(c2ccccc2)c2ccccc2)cc1. The product is Cc1cc(Br)ccc1CBr. RXN SMILES: [Br:25][c:26]1[cH:27][c:28]([CH3:34])[c:29]([CH2:32][OH:33])[cH:30][cH:31]1.[C:20]([Br:21])([Br:22])([Br:23])[Br:24].[Cl:35][CH2:36][Cl:37].[c:1]1([P:2]([c:3]2[cH:4][cH:5][cH:6][cH:7][cH:8]2)[c:9]2[cH:10][cH:11][cH:12][cH:13][cH:14]2)[cH:15][cH:16][cH:17][cH:18][cH:19]1>>[CH2:20]([Br:24])[c:29]1[c:28]([CH3:34])[cH:27][c:26]([Br:25])[cH:31][cH:30]1.